The task is: describe an organic reaction: reactants, conditions, products, and yield. This data is from the Open Reaction Database (ORD), a public repository of structured organic reaction records. Starting materials: NC1=NC(=C(C(=N1)OS(=O)(=O)C(F)(F)F)C)C=1OC=CC1 (trifluoromethanesulfonic acid 2-amino-6-furan-2-yl-5-methyl-pyrimidin-4-yl ester), C1(=CC=CC=C1)NCCN (N-phenylethylenediamine). Solvent: COCCOC (DME). Product: O1C(=CC=C1)C1=C(C(=NC(=N1)N)NCCNC1=CC=CC=C1)C (6-Furan-2-yl-5-methyl-N4-(2-phenylamino-ethyl)-pyrimidine-2,4-diamine). RXN SMILES: [NH2:1][C:2]1[N:7]=[C:6](OS(C(F)(F)F)(=O)=O)[C:5]([CH3:16])=[C:4]([C:17]2[O:18][CH:19]=[CH:20][CH:21]=2)[N:3]=1.[C:22]1([NH:28][CH2:29][CH2:30][NH2:31])[CH:27]=[CH:26][CH:25]=[CH:24][CH:23]=1>COCCOC>[O:18]1[CH:19]=[CH:20][CH:21]=[C:17]1[C:4]1[N:3]=[C:2]([NH2:1])[N:7]=[C:6]([NH:31][CH2:30][CH2:29][NH:28][C:22]2[CH:27]=[CH:26][CH:25]=[CH:24][CH:23]=2)[C:5]=1[CH3:16]. Reported procedure: From trifluoromethanesulfonic acid 2-amino-6-furan-2-yl-5-methyl-pyrimidin-4-yl ester and N-phenylethylenediamine in DME. ES-MS m/e (%): 310 (M+H+, 100). Yields the product COC=1C=C(C=CC1OC)NC1CC2CCC(C1)N2CCC2=CC(=C(C=C2)OC)OC (N-(3,4-Dimethoxyphenyl)-8-[2-(3,4-dimethoxyphenyl)ethyl]-8-aza-bicyclo[3.2.1]octan-3-amine). Conditions: time 8 hour. Reaction SMILES: [CH3:1][O:2][C:3]1[CH:4]=[C:5]([CH:7]=[CH:8][C:9]=1[O:10][CH3:11])[NH2:6].[CH3:12][O:13][C:14]1[CH:15]=[C:16]([CH2:22][CH2:23][N:24]2[CH:29]3[CH2:30][CH2:31][CH:25]2[CH2:26][C:27](=O)[CH2:28]3)[CH:17]=[CH:18][C:19]=1[O:20][CH3:21].C([BH3-])#N.[Na+]>CO>[CH3:1][O:2][C:3]1[CH:4]=[C:5]([NH:6][CH:27]2[CH2:28][CH:29]3[N:24]([CH2:23][CH2:22][C:16]4[CH:17]=[CH:18][C:19]([O:20][CH3:21])=[C:14]([O:13][CH3:12])[CH:15]=4)[CH:25]([CH2:31][CH2:30]3)[CH2:26]2)[CH:7]=[CH:8][C:9]=1[O:10][CH3:11] |f:2.3|. Procedure details: To a stirred solution of 4 g (26 mmol) 3,4-dimethoxyaniline and 5 ml 14N methanolic HCl in 200 ml methanol, were added 5.7 g (20 mmol) of 8-[2-(3,4-dimethoxyphenyl)ethyl]-8-azabicyclo[3.2.1]octane-3-one (D1), followed by addition of 1 g (16 mmol) sodium cyanoborohydride. The reaction mixture was stirred overnight, slightly acidified and concentrated to dryness. The crude residue was filtered over a short column of silica gel using 95:5 methylene chloride:methanol. The expected fraction was tritu... Reactants: C(#N)[BH3-].[Na+] (sodium cyanoborohydride), COC=1C=C(N)C=CC1OC (3,4-dimethoxyaniline), 14N, COC=1C=C(C=CC1OC)CCN1C2CC(CC1CC2)=O (8-[2-(3,4-dimethoxyphenyl)ethyl]-8-azabicyclo[3.2.1]octane-3-one). Solvent: CO (methanol). Reactants: ClC1=C(C(=CC=C1)Cl)S(=O)(=O)CC1=NOC(=C1COC1=CC=C(C=C1)C=1C=C2C=CC(=NC2=CC1)C(=O)OCC)C(C)C (ethyl 6-[4-({[3-{[(2,6-dichlorophenyl)sulfonyl]methyl}-5-(1-methylethyl)-4-isoxazolyl]methyl}oxy)phenyl]-2-quinolinecarboxylate), O1CCCC1 (tetrahydrofuran), CO (methanol), [OH-].[Na+] (sodium hydroxide). Solvent: ClCCl (dichloromethane). Reaction conditions: temperature 75 celsius. The product is ClC1=C(C(=CC=C1)Cl)S(=O)(=O)CC1=NOC(=C1COC1=CC=C(C=C1)C=1C=C2C=CC(=NC2=CC1)C(=O)O)C(C)C (6-[4-({[3-{[(2,6-dichlorophenyl)sulfonyl]methyl}-5-(1-methylethyl)-4-isoxazolyl]methyl}oxy)phenyl]-2-quinolinecarboxylic acid). The yield is 27.3%. Reaction SMILES: [Cl:1][C:2]1[CH:7]=[CH:6][CH:5]=[C:4]([Cl:8])[C:3]=1[S:9]([CH2:12][C:13]1[C:17]([CH2:18][O:19][C:20]2[CH:25]=[CH:24][C:23]([C:26]3[CH:27]=[C:28]4[C:33](=[CH:34][CH:35]=3)[N:32]=[C:31]([C:36]([O:38]CC)=[O:37])[CH:30]=[CH:29]4)=[CH:22][CH:21]=2)=[C:16]([CH:41]([CH3:43])[CH3:42])[O:15][N:14]=1)(=[O:11])=[O:10].O1CCCC1.CO.[OH-].[Na+]>ClCCl>[Cl:8][C:4]1[CH:5]=[CH:6][CH:7]=[C:2]([Cl:1])[C:3]=1[S:9]([CH2:12][C:13]1[C:17]([CH2:18][O:19][C:20]2[CH:21]=[CH:22][C:23]([C:26]3[CH:27]=[C:28]4[C:33](=[CH:34][CH:35]=3)[N:32]=[C:31]([C:36]([OH:38])=[O:37])[CH:30]=[CH:29]4)=[CH:24][CH:25]=2)=[C:16]([CH:41]([CH3:43])[CH3:42])[O:15][N:14]=1)(=[O:10])=[O:11] |f:3.4|. Procedure: To a solution of ethyl 6-[4-({[3-{[(2,6-dichlorophenyl)sulfonyl]methyl}-5-(1-methylethyl)-4-isoxazolyl]methyl}oxy)phenyl]-2-quinolinecarboxylate (4 mg, 0.006 mmol) in 1:1 tetrahydrofuran:methanol (0.5 mL) was added 1 N sodium hydroxide (0.020 mL, 0.020 mmol). The solution was heated in a microwave reactor at 75° C. for approximately 10 minutes. Then the mixture was diluted with dichloromethane and 1 N hydrochloric (0.020 mL, 0.020 mmol) was added. The solution was washed with water, dried over m... The reactants are C([O-])([O-])=O.[Cs+].[Cs+] (cesium carbonate), O1C(C1)C1=CC=C(C=C1)C1=NOC(=N1)C1=C(C(=NO1)C1=CC=CC=C1)C(F)(F)F (3-(4-(oxiran-2-yl)phenyl)-5-(3-phenyl-4-(trifluoromethyl)isoxazol-5-yl)-1,2,4-oxadiazole), 28C, OC1CC(CNC1)C(=O)O (5-hydroxypiperidine-3-carboxylic acid), OC1CC(CNC1)C(=O)O (5-hydroxypiperidine-3-carboxylic acid). Run in CC(C)O (2-propanol), CS(=O)C (DMSO). Reaction conditions: temperature 80 celsius, time 4 hour. Product: OC1CC(CN(C1)CC(C1=CC=C(C=C1)C1=NOC(=N1)C1=C(C(=NO1)C1=CC=CC=C1)C(F)(F)F)O)C(=O)O (5-Hydroxy-1-(2-hydroxy-2-(4-(5-(3-phenyl-4-(trifluoromethyl)isoxazol-5-yl)-1,2,4-oxadiazol-3-yl)phenyl)ethyl)piperidine-3-carboxylic acid). RXN SMILES: [O:1]1[CH2:3][CH:2]1[C:4]1[CH:9]=[CH:8][C:7]([C:10]2[N:14]=[C:13]([C:15]3[O:19][N:18]=[C:17]([C:20]4[CH:25]=[CH:24][CH:23]=[CH:22][CH:21]=4)[C:16]=3[C:26]([F:29])([F:28])[F:27])[O:12][N:11]=2)=[CH:6][CH:5]=1.[OH:30][CH:31]1[CH2:36][NH:35][CH2:34][CH:33]([C:37]([OH:39])=[O:38])[CH2:32]1.C(=O)([O-])[O-].[Cs+].[Cs+]>CC(O)C.CS(C)=O>[OH:30][CH:31]1[CH2:36][N:35]([CH2:3][CH:2]([OH:1])[C:4]2[CH:5]=[CH:6][C:7]([C:10]3[N:14]=[C:13]([C:15]4[O:19][N:18]=[C:17]([C:20]5[CH:25]=[CH:24][CH:23]=[CH:22][CH:21]=5)[C:16]=4[C:26]([F:27])([F:28])[F:29])[O:12][N:11]=3)=[CH:8][CH:9]=2)[CH2:34][CH:33]([C:37]([OH:39])=[O:38])[CH2:32]1 |f:2.3.4|. Procedure: To a mixture of 3-(4-(oxiran-2-yl)phenyl)-5-(3-phenyl-4-(trifluoromethyl)isoxazol-5-yl)-1,2,4-oxadiazole, Preparation 28C (30 mg, 0.075 mmol) and 5-hydroxypiperidine-3-carboxylic acid (21.81 mg, 0.150 mmol) in 2-propanol (2 mL) and DMSO (2.000 mL) was added cesium carbonate (122 mg, 0.376 mmol). The reaction mixture was heated at 80° C. Next, 5-hydroxypiperidine-3-carboxylic acid (21.81 mg, 0.150 mmol) was added and the reaction was checked after 4 hr. Product peak was observed but starting mate...